The task is: describe an organic reaction: reactants, conditions, products, and yield. This data is from the Open Reaction Database (ORD), a public repository of structured organic reaction records. The reactants are C(C)(C)(C)OC(=O)N(CCC(=O)O)C (3-(tert-butoxycarbonyl(methyl)amino)propanoic acid), CO (MeOH), CCN=C=NCCCN(C)C (EDCI). Reagents/catalysts: CN(C)C=1C=CN=CC1 (DMAP). The solvent is C(Cl)Cl (DCM). Product: C(C)(C)(C)OC(=O)N(CCC(=O)OC)C (Methyl 3-(tert-butoxycarbonyl(methyl)amino)propanoate). Isolated yield 98.2%. RXN SMILES: [C:1]([O:5][C:6]([N:8]([CH3:14])[CH2:9][CH2:10][C:11]([OH:13])=[O:12])=[O:7])([CH3:4])([CH3:3])[CH3:2].CO.[CH3:17]CN=C=NCCCN(C)C>C(Cl)Cl.CN(C1C=CN=CC=1)C>[C:1]([O:5][C:6]([N:8]([CH3:14])[CH2:9][CH2:10][C:11]([O:13][CH3:17])=[O:12])=[O:7])([CH3:4])([CH3:3])[CH3:2]. Procedure details: To a cooled (0° C.) solution of 3-(tert-butoxycarbonyl(methyl)amino)propanoic acid (1.095 g, max. 5.29 mmol) in extra dry MeOH (0.24 mL, 5.93 mmol) and DCM (5 mL) was added DMAP (0.066 g, 0.539 mmol). EDCI (1.239 g, 6.47 mmol) was added and the reaction mixture allowed to warm up to room temperature. The reaction mixture was washed with aqueous 0.5 N HCl (3×10 mL), and brine (25 mL). The organic phase was dried over Na2SO4, filtered, and evaporated in vacuo to afford the desired product (1.129 g...